Task: describe an organic reaction: reactants, conditions, products, and yield. Dataset: the Open Reaction Database (ORD), a public repository of structured organic reaction records Starting materials: CCN(C(C)C)C(C)C, CN(C)C=O, NS(=O)(=O)c1ccc(F)c([N+](=O)[O-])c1, CC(C)(C)OC(=O)N1CCC(N)C1, C1CCOC1. Product: CC(C)(C)OC(=O)N1CCC(Nc2ccc(S(N)(=O)=O)cc2[N+](=O)[O-])C1. As a reaction SMILES: [CH2:19]([N:20]([CH:21]([CH3:22])[CH3:23])[CH:24]([CH3:25])[CH3:26])[CH3:27].[CH3:42][N:43]([CH3:44])[CH:45]=[O:46].[F:28][c:29]1[c:30]([N+:39](=[O:40])[O-:41])[cH:31][c:32]([S:35](=[O:36])(=[O:37])[NH2:38])[cH:33][cH:34]1.[NH2:1][CH:2]1[CH2:3][N:4]([C:7](=[O:8])[O:9][C:10]([CH3:11])([CH3:12])[CH3:13])[CH2:5][CH2:6]1.[O:14]1[CH2:15][CH2:16][CH2:17][CH2:18]1>>[NH:1]([CH:2]1[CH2:3][N:4]([C:7](=[O:8])[O:9][C:10]([CH3:11])([CH3:12])[CH3:13])[CH2:5][CH2:6]1)[c:29]1[c:30]([N+:39](=[O:40])[O-:41])[cH:31][c:32]([S:35](=[O:36])(=[O:37])[NH2:38])[cH:33][cH:34]1. The reactants are O=C1C2CC=CCC2C(=O)N1CCc1ccccc1, Cc1ccc(C)cc1. Product: O=C1C2C=CCCC2C(=O)N1CCc1ccccc1. RXN SMILES: [CH2:1]([CH2:2][c:3]1[cH:4][cH:5][cH:6][cH:7][cH:8]1)[N:9]1[C:10](=[O:19])[CH:11]2[CH:12]([C:13]1=[O:14])[CH2:15][CH:16]=[CH:17][CH2:18]2.[CH3:20][c:21]1[cH:22][cH:23][c:24]([CH3:25])[cH:26][cH:27]1>>[CH2:1]([CH2:2][c:3]1[cH:4][cH:5][cH:6][cH:7][cH:8]1)[N:9]1[C:10](=[O:19])[CH:11]2[CH:12]([C:13]1=[O:14])[CH2:15][CH2:16][CH:17]=[CH:18]2. Run at time 20 minute. Reaction SMILES: [NH:1]1[CH:5]=[CH:4][C:3]([C:6]2[CH:11]=[CH:10][N:9]3[C:12]([C:15]([O:17]CC)=[O:16])=[CH:13][N:14]=[C:8]3[CH:7]=2)=[N:2]1.[Li+].[OH-].Cl>C1COCC1.CO.O>[NH:1]1[CH:5]=[CH:4][C:3]([C:6]2[CH:11]=[CH:10][N:9]3[C:12]([C:15]([OH:17])=[O:16])=[CH:13][N:14]=[C:8]3[CH:7]=2)=[N:2]1 |f:1.2,4.5.6|. Starting materials: N1N=C(C=C1)C1=CC=2N(C=C1)C(=CN2)C(=O)OCC (ethyl 7-(1H-pyrazol-3-yl)imidazo[1,2-a]pyridine-3-carboxylate), [Li+].[OH-] (LiOH), Cl (HCl). Reported procedure: To a stirring solution of ethyl 7-(1H-pyrazol-3-yl)imidazo[1,2-a]pyridine-3-carboxylate (62) (103 mg, 0.4 mmol) in THF:MeOH:H2O (3:2:1, 1.6 mL) was added 6N LiOH (0.035 mL). The reaction was stirred at room temperature for 20 minutes. The pH was adjusted between 4-5 with 3N HCl. The resulting mixture was concentrated to yield 7-(1H-pyrazol-3-yl)imidazo[1,2-a]pyridine-3-carboxylic acid (63). MS (m/z) 229.2 (M+1)+. Solvent: C1CCOC1.CO.O (THF MeOH H2O). Yields the product N1N=C(C=C1)C1=CC=2N(C=C1)C(=CN2)C(=O)O (7-(1H-pyrazol-3-yl)imidazo[1,2-a]pyridine-3-carboxylic acid). Reactants: BrC1=CC(=C(C=C1)O)Cl (4-bromo-2-chlorophenol), C(=O)([O-])[O-].[Cs+].[Cs+] (Cs2CO3), P(=O)(OCCC(=C)C)(OC1=CC=CC=C1)OC1=CC=CC=C1 (3-methylbut-3-en-1-yl diphenyl phosphate). The solvent is O (water), CN(C)C=O (DMF). Conditions: temperature 85 celsius. Product: BrC1=CC(=C(C=C1)OCCC(=C)C)Cl (4-bromo-2-chloro-1-[(3-methylbut-3-en-1-yl)oxy]benzene). RXN SMILES: [Br:1][C:2]1[CH:7]=[CH:6][C:5]([OH:8])=[C:4]([Cl:9])[CH:3]=1.C([O-])([O-])=O.[Cs+].[Cs+].P(OC1C=CC=CC=1)(OC1C=CC=CC=1)(O[CH2:19][CH2:20][C:21]([CH3:23])=[CH2:22])=O>CN(C=O)C.O>[Br:1][C:2]1[CH:7]=[CH:6][C:5]([O:8][CH2:19][CH2:20][C:21]([CH3:23])=[CH2:22])=[C:4]([Cl:9])[CH:3]=1 |f:1.2.3|. Procedure: To a mixture of 4-bromo-2-chlorophenol (0.98 g, 4.71 mmol), and Cs2CO3 (2.05 g, 6.28 mmol) in DMF (4.49 mL) at room temperature was added 3-methylbut-3-en-1-yl diphenyl phosphate (1.00 g, 3.14 mmol, synthesized according to a procedure in U.S. Pat. No. 5,006,550, 9 Apr. 1991) dropwise via a syringe. The reaction mixture was heated to 85° C. for 1 hour. It was then allowed to cool to room temperature and was diluted with water (20.0 mL). The resulting mixture was extracted with hexane (75.0 mL, 2... The reactants are CO, COC(=O)c1cc(C)cc([N+](=O)[O-])c1, [Na+], C1CCOC1, [OH-]. The product is Cc1cc(C(=O)O)cc([N+](=O)[O-])c1. As a reaction SMILES: [CH3:17][OH:18].[CH3:1][c:2]1[cH:3][c:4]([C:5](=[O:6])[O:7][CH3:8])[cH:9][c:10]([N+:12](=[O:13])[O-:14])[cH:11]1.[Na+:16].[O:19]1[CH2:20][CH2:21][CH2:22][CH2:23]1.[OH-:15]>>[CH3:1][c:2]1[cH:3][c:4]([C:5](=[O:6])[OH:7])[cH:9][c:10]([N+:12](=[O:13])[O-:14])[cH:11]1. Reactants: CC(=O)O, CO, Cl, COc1cc2c(cc1OC)C(C(CO)CO)NCC2, c1ccccc1. Yields the product COc1cc2c(cc1OC)C1C(CO)COCN1CC2. As a reaction SMILES: [CH3:21][C:22](=[O:23])[OH:24].[CH3:31][OH:32].[ClH:20].[OH:1][CH2:2][CH:3]([CH:4]1[NH:5][CH2:6][CH2:7][c:8]2[cH:9][c:10]([O:16][CH3:17])[c:11]([O:14][CH3:15])[cH:12][c:13]21)[CH2:18][OH:19].[cH:25]1[cH:26][cH:27][cH:28][cH:29][cH:30]1>>[OH:1][CH2:2][CH:3]1[CH:4]2[N:5]([CH2:6][CH2:7][c:8]3[cH:9][c:10]([O:16][CH3:17])[c:11]([O:14][CH3:15])[cH:12][c:13]32)[CH2:21][O:19][CH2:18]1.